This data is from the Open Reaction Database (ORD), a public repository of structured organic reaction records. The task is: describe an organic reaction: reactants, conditions, products, and yield Reaction SMILES: [CH2:34]1[CH2:35][O:36][CH2:37][CH2:38][NH:39]1.[CH3:1][O:2][C:3](=[O:4])[c:5]1[cH:6][c:7]([NH:27][c:28]2[n:29][nH:30][c:31]([CH3:33])[cH:32]2)[n:8][c:9]([N:11]2[CH:12]([c:16]3[cH:17][c:18](-[c:21]4[n:22][cH:23][cH:24][cH:25][cH:26]4)[n:19][o:20]3)[CH2:13][CH2:14][CH2:15]2)[n:10]1.[CH3:40][OH:41]>>[C:3](=[O:4])([c:5]1[cH:6][c:7]([NH:27][c:28]2[n:29][nH:30][c:31]([CH3:33])[cH:32]2)[n:8][c:9]([N:11]2[CH:12]([c:16]3[cH:17][c:18](-[c:21]4[n:22][cH:23][cH:24][cH:25][cH:26]4)[n:19][o:20]3)[CH2:13][CH2:14][CH2:15]2)[n:10]1)[N:39]1[CH2:34][CH2:35][O:36][CH2:37][CH2:38]1. Product: Cc1cc(Nc2cc(C(=O)N3CCOCC3)nc(N3CCCC3c3cc(-c4ccccn4)no3)n2)n[nH]1. The reactants are C1COCCN1, COC(=O)c1cc(Nc2cc(C)[nH]n2)nc(N2CCCC2c2cc(-c3ccccn3)no2)n1, CO. Reactants: C, CCCC1CC=C(c2ccc3cc(OC)ccc3c2)CC1, CCOC(C)=O, [H][H], [Pd]. The product is CCCC1CCC(c2ccc3cc(OC)ccc3c2)CC1. As a reaction SMILES: [C:30].[CH3:1][O:2][c:3]1[cH:4][c:5]2[cH:6][cH:7][c:8]([C:13]3=[CH:14][CH2:15][CH:16]([CH2:19][CH2:20][CH3:21])[CH2:17][CH2:18]3)[cH:9][c:10]2[cH:11][cH:12]1.[CH3:24][CH2:25][O:26][C:27](=[O:28])[CH3:29].[H:22][H:23].[Pd:31]>>[CH3:1][O:2][c:3]1[cH:4][c:5]2[cH:6][cH:7][c:8]([CH:13]3[CH2:14][CH2:15][CH:16]([CH2:19][CH2:20][CH3:21])[CH2:17][CH2:18]3)[cH:9][c:10]2[cH:11][cH:12]1.